Dataset: the Open Reaction Database (ORD), a public repository of structured organic reaction records. Task: describe an organic reaction: reactants, conditions, products, and yield Reactants: CCOC(=O)C(Cc1cc(C(CC(C)C)NC(=O)OC(C)(C)C)no1)NC(C)=O, Cl, C1COCCO1. Product: CCOC(=O)C(Cc1cc(C(N)CC(C)C)no1)NC(C)=O, Cl. RXN SMILES: [CH2:1]([CH3:2])[O:3][C:4]([CH:5]([CH2:6][c:7]1[cH:8][c:9]([CH:12]([CH2:13][CH:14]([CH3:15])[CH3:16])[NH:17][C:18]([O:19][C:20]([CH3:21])([CH3:22])[CH3:23])=[O:24])[n:10][o:11]1)[NH:25][C:26]([CH3:27])=[O:28])=[O:29].[ClH:30].[O:31]1[CH2:32][CH2:33][O:34][CH2:35][CH2:36]1>>[CH2:1]([CH3:2])[O:3][C:4]([CH:5]([CH2:6][c:7]1[cH:8][c:9]([CH:12]([CH2:13][CH:14]([CH3:15])[CH3:16])[NH2:17])[n:10][o:11]1)[NH:25][C:26]([CH3:27])=[O:28])=[O:29].[ClH:30].